From a dataset of the Open Reaction Database (ORD), a public repository of structured organic reaction records. describe an organic reaction: reactants, conditions, products, and yield The reactants are FC(C(=O)OCC)C(CC)C (ethyl 2-fluoro-3-methylpentanoate), [OH-].[Na+] (NaOH), Cl (hydrochloric acid). Reaction conditions: time 8 hour. Product: FC(C(=O)O)C(CC)C (2-fluoro-3-methylpentanoic acid). RXN SMILES: [F:1][CH:2]([CH:8]([CH3:11])[CH2:9][CH3:10])[C:3]([O:5]CC)=[O:4].[OH-].[Na+].Cl>>[F:1][CH:2]([CH:8]([CH3:11])[CH2:9][CH3:10])[C:3]([OH:5])=[O:4] |f:1.2|. Procedure: To 8.5 g of the compound (iv) was added 1N NaOH aqueous solution, followed by stirring at room temperature for 8 hours. The solution was acidified with dilute hydrochloric acid and then extracted with ether. The extract was freed of ether by distillation. Thus there was obtained 2-fluoro-3-methylpentanoic acid (v). Reactants: FC1=CC=C(CN2N=CN(C2=O)C=2SC(=C(N2)C)C(=O)O)C=C1 (2-(1-(4-fluorobenzyl)-5-oxo-1H-1,2,4-triazol-4(5H)-yl)-4-methyl-thiazole-5-carboxylic acid), FC=1C=C(CN2C(N(CC2)C=2SC(=C(N2)C)C(=O)O)=O)C=CC1OC (2-(3-(3-fluoro-4-methoxybenzyl)-2-oxoimidazolidin-1-yl)-4-methylthiazole-5-carboxylic acid). Yields the product FC=1C=C(CN2C(N(CC2)C=2SC(=C(N2)C)C(=O)N)=O)C=CC1OC (2-(3-(3-fluoro-4-methoxybenzyl)-2-oxoimidazolidin-1-yl)-4-methylthiazole-5-carboxamide). As a reaction SMILES: FC1C=CC(C[N:7]2C(=O)N(C3SC(C(O)=O)=C(C)N=3)C=N2)=CC=1.[F:24][C:25]1[CH:26]=[C:27]([CH:44]=[CH:45][C:46]=1[O:47][CH3:48])[CH2:28][N:29]1[CH2:33][CH2:32][N:31]([C:34]2[S:35][C:36]([C:40]([OH:42])=O)=[C:37]([CH3:39])[N:38]=2)[C:30]1=[O:43]>>[F:24][C:25]1[CH:26]=[C:27]([CH:44]=[CH:45][C:46]=1[O:47][CH3:48])[CH2:28][N:29]1[CH2:33][CH2:32][N:31]([C:34]2[S:35][C:36]([C:40]([NH2:7])=[O:42])=[C:37]([CH3:39])[N:38]=2)[C:30]1=[O:43]. Procedure: Following the procedure as described in Example 1, making variations as required to replace 2-(1-(4-fluorobenzyl)-5-oxo-1H-1,2,4-triazol-4(5H)-yl)-4-methyl-thiazole-5-carboxylic acid with 2-(3-(3-fluoro-4-methoxybenzyl)-2-oxoimidazolidin-1-yl)-4-methylthiazole-5-carboxylic acid, the title compound was obtained as a colorless solid: mp 182-184° C.; 1H NMR (300 MHz, DMSO-d6) δ 7.31 (br, 2H), 7.20-7.07 (m, 3H), 4.37 (s, 2H), 4.03-3.97 (m, 2H), 3.82 (s, 3H), 3.48-3.42 (m, 2H), 2.46 (s, 3H); MS (ES+)... Reactants: C(CC)S (n-propyl mercaptan), N1=C(C=CC=C1)CS(=O)C=1NC2=C(N1)C=CC=C2 (2-[(2-pyridylmethyl)sulphinyl]benzimidazole), Cl (hydrochloric acid). Run in O1CCCC1 (tetrahydrofuran). Reaction conditions: time 5 minute. Yields the product [Cl-].N1=C(NC2=C1C=CC=C2)[N+]2=C(C=CC=C2)CSSCCC (1-(2-benzimidazolyl)-2-[(propyldithio)methyl]pyridinium chloride). As a reaction SMILES: N1C=CC=CC=1CS([C:10]1[NH:11][C:12]2[CH:18]=[CH:17][CH:16]=[CH:15][C:13]=2[N:14]=1)=O.[CH2:19]([SH:22])[CH2:20][CH3:21].[ClH:23]>O1CCCC1>[Cl-:23].[N:11]1[C:12]2[CH:18]=[CH:17][CH:16]=[CH:15][C:13]=2[NH:14][C:10]=1[N+:11]1[CH:12]=[CH:13][CH:15]=[CH:21][C:20]=1[CH2:19][S:22][S:22][CH2:19][CH2:20][CH3:21] |f:4.5|. Procedure details: 2.6 g of 2-[(2-pyridylmethyl)sulphinyl]benzimidazole are dissolved in 30 ml of tetrahydrofuran and treated with 1.0 ml of n-propyl mercaptan. 10 ml of 3N hydrochloric acid are added at an internal temperature of 40°. The mixture is stirred at 40° for 5 minutes and then evaporated in vacuo. The residue is crystallized from ethanol/ether. There is obtained 1-(2-benzimidazolyl)-2-[(propyldithio)methyl]pyridinium chloride of melting point 144°-145°. The reactants are CC(C)([O-])C.[K+] (potassium t-butoxide), C1(CCCC1)C1C(C2=C(C(=C(C=C2CC1)OC)C)C)=O (2-cyclopentyl-6-methoxy-7,8-dimethyl-1-tetralone), CI (methyl iodide). Run in C(C)(C)(C)O (t-butyl alcohol), C(C)(C)(C)O (t-butyl alcohol). Conditions: temperature 20 celsius. Product: C1(CCCC1)C1(C(C2=C(C(=C(C=C2CC1)OC)C)C)=O)C (2-cyclopentyl-2,7,8-trimethyl-6-methoxy-1-tetralone). RXN SMILES: [CH:1]1([CH:6]2[CH2:15][CH2:14][C:13]3[C:8](=[C:9]([CH3:19])[C:10]([CH3:18])=[C:11]([O:16][CH3:17])[CH:12]=3)[C:7]2=[O:20])[CH2:5][CH2:4][CH2:3][CH2:2]1.[CH3:21]C(C)([O-])C.[K+].CI>C(O)(C)(C)C>[CH:1]1([C:6]2([CH3:21])[CH2:15][CH2:14][C:13]3[C:8](=[C:9]([CH3:19])[C:10]([CH3:18])=[C:11]([O:16][CH3:17])[CH:12]=3)[C:7]2=[O:20])[CH2:2][CH2:3][CH2:4][CH2:5]1 |f:1.2|. Reported procedure: 2-Cyclopentyl-6-methoxy-7,8-dimethyl-1-tetralone (Example V, Step 4) (12.5 g., 0.046 mole) is dissolved in t-butyl alcohol (250 ml.) under a stream of nitrogen. The mixture is heated to reflux and then a solution of potassium t-butoxide (7.5 g., 0.067 mole) dissolved in t-butyl alcohol (175 ml.) is added. The dark solution is refluxed for 1 hour, cooled to 20° C. and methyl iodide (14.2 g., 0.1 mole) is added. The mixture is refluxed for 10 minutes. Potassium iodide precipitates and the color of... Product: FC1=CC=C2C(=CNC2=C1)C1=NC(=NC=C1)NC1CC(NC(C1)(C)C)(C)C ([4-(6-Fluoro-1H-indol-3-yl)-pyrimidin-2-yl]-(2,2,6,6-tetramethyl-piperidin-4-yl)-amine). Reactants: C(C)(C)(C)[Si](N1C=CC2=CC=C(C=C12)F)(C)C (1-(tert-butyl-dimethyl-silanyl)-6-fluoro-1H-indole), CCCC[N+](CCCC)(CCCC)CCCC.[F-] (TBAF), ClC1=NC(=NC=C1)NC1CC(NC(C1)(C)C)(C)C ((4-chloro-pyrimidin-2-yl)-(2,2,6,6-tetramethyl-piperidin-4-yl)-amine), TBDMS. As a reaction SMILES: C([Si](C)(C)[N:6]1[C:14]2[C:9](=[CH:10][CH:11]=[C:12]([F:15])[CH:13]=2)[CH:8]=[CH:7]1)(C)(C)C.Cl[C:19]1[CH:24]=[CH:23][N:22]=[C:21]([NH:25][CH:26]2[CH2:31][C:30]([CH3:33])([CH3:32])[NH:29][C:28]([CH3:35])([CH3:34])[CH2:27]2)[N:20]=1.CCCC[N+](CCCC)(CCCC)CCCC.[F-]>>[F:15][C:12]1[CH:13]=[C:14]2[C:9]([C:8]([C:23]3[CH:24]=[CH:19][N:20]=[C:21]([NH:25][CH:26]4[CH2:31][C:30]([CH3:33])([CH3:32])[NH:29][C:28]([CH3:35])([CH3:34])[CH2:27]4)[N:22]=3)=[CH:7][NH:6]2)=[CH:10][CH:11]=1 |f:2.3|. Procedure: The title compound was prepared as described in Example 215, starting from 1-(tert-butyl-dimethyl-silanyl)-6-fluoro-1H-indole (prepared by TBDMS protection of 6-fluoro-1H-indole) and (4-chloro-pyrimidin-2-yl)-(2,2,6,6-tetramethyl-piperidin-4-yl)-amine, followed by in situ cleavage of the TBDMS protecting group with catalytic amounts of TBAF. Yield: 1.04 g (63%). Starting materials: O=C([O-])[O-], CS(C)=O, Cc1nc(Nc2cnccn2)sc1-c1ccnc(Cl)c1, [Cs+], [Cs+], O, c1c[nH]cn1. Yields the product Cc1nc(Nc2cnccn2)sc1-c1ccnc(-n2ccnc2)c1. RXN SMILES: [C:26](=[O:27])([O-:28])[O-:29].[CH3:32][S:33]([CH3:34])=[O:35].[Cl:1][c:2]1[n:3][cH:4][cH:5][c:6](-[c:8]2[c:9]([CH3:20])[n:10][c:11]([NH:13][c:14]3[n:15][cH:16][cH:17][n:18][cH:19]3)[s:12]2)[cH:7]1.[Cs+:30].[Cs+:31].[OH2:36].[nH:21]1[cH:22][n:23][cH:24][cH:25]1>>[c:2]1(-[n:21]2[cH:22][n:23][cH:24][cH:25]2)[n:3][cH:4][cH:5][c:6](-[c:8]2[c:9]([CH3:20])[n:10][c:11]([NH:13][c:14]3[n:15][cH:16][cH:17][n:18][cH:19]3)[s:12]2)[cH:7]1. Run in C1CCOC1 (THF). Isolated yield 17.9%. Run at time 8 hour. RXN SMILES: Cl[CH2:2][CH2:3][NH:4][C:5]([NH:7][CH2:8][CH2:9][NH:10][C:11]([C:13]1[N:14]=[N:15][N:16]([C:24]2[CH:29]=[CH:28][C:27]([C:30]([NH:32][CH2:33][C:34]([F:37])([F:36])[F:35])=[O:31])=[CH:26][CH:25]=2)[C:17]=1[CH2:18][CH2:19][CH2:20][CH2:21][CH2:22][F:23])=[O:12])=[O:6].CC(C)([O-])C.[K+].Cl>C1COCC1>[F:23][CH2:22][CH2:21][CH2:20][CH2:19][CH2:18][C:17]1[N:16]([C:24]2[CH:29]=[CH:28][C:27]([C:30]([NH:32][CH2:33][C:34]([F:37])([F:36])[F:35])=[O:31])=[CH:26][CH:25]=2)[N:15]=[N:14][C:13]=1[C:11]([NH:10][CH2:9][CH2:8][N:7]1[CH2:2][CH2:3][NH:4][C:5]1=[O:6])=[O:12] |f:1.2|. Starting materials: ClCCNC(=O)NCCNC(=O)C=1N=NN(C1CCCCCF)C1=CC=C(C=C1)C(=O)NCC(F)(F)F (N-[2-({[(2-chloroethyl)amino]carbonyl}amino)ethyl]-5-(5-fluoropentyl)-1-(4-{[(2,2,2-trifluoroethyl)amino]carbonyl}phenyl)-1H-1,2,3-triazole-4-carboxamide), CC(C)([O-])C.[K+] (potassium tert-butoxide), Cl (hydrochloric acid). Yields the product FCCCCCC1=C(N=NN1C1=CC=C(C=C1)C(=O)NCC(F)(F)F)C(=O)NCCN1C(NCC1)=O (5-(5-fluoropentyl)-N-[2-(2-oxoimidazolidin-1-yl)ethyl]-1-(4-{[(2,2,2-trifluoroethyl)amino]carbonyl}phenyl)-1H-1,2,3-triazole-4-carboxamide). Procedure details: To a solution of N-[2-({[(2-chloroethyl)amino]carbonyl}amino)ethyl]-5-(5-fluoropentyl)-1-(4-{[(2,2,2-trifluoroethyl)amino]carbonyl}phenyl)-1H-1,2,3-triazole-4-carboxamide (0.06 g) obtained in Example 301 in THF (5.5 ml) was added potassium tert-butoxide (0.03 g), and the mixture was stirred at room temperature overnight. The reaction mixture was neutralized with 1N hydrochloric acid, and the solvent was evaporated under reduced pressure. Water was added to the obtained residue, and the mixture w...